From a dataset of the Open Reaction Database (ORD), a public repository of structured organic reaction records. describe an organic reaction: reactants, conditions, products, and yield Reactants: FC1=CC=C(C=C1)C(=C(CO)N1N=NN=C1)C1=CC=C(C=C1)F (3,3-bis(4-fluorophenyl)-2-(1H-tetrazol-1-yl)-2-propenol), [Cr](=O)(=O)([O-])Cl.[NH+]1=CC=CC=C1 (pyridinium chlorochromate). The solvent is C(Cl)Cl (methylene chloride). Yields the product FC1=CC=C(C=C1)C(=C(C=O)N1N=NN=C1)C1=CC=C(C=C1)F (3,3-Bis(4-fluorophenyl)-2-(1H-tetrazol-1-yl)-2-propenal). Isolated yield 55.9%. As a reaction SMILES: [F:1][C:2]1[CH:7]=[CH:6][C:5]([C:8]([C:17]2[CH:22]=[CH:21][C:20]([F:23])=[CH:19][CH:18]=2)=[C:9]([N:12]2[CH:16]=[N:15][N:14]=[N:13]2)[CH2:10][OH:11])=[CH:4][CH:3]=1.[Cr](Cl)([O-])(=O)=O.[NH+]1C=CC=CC=1>C(Cl)Cl>[F:1][C:2]1[CH:7]=[CH:6][C:5]([C:8]([C:17]2[CH:18]=[CH:19][C:20]([F:23])=[CH:21][CH:22]=2)=[C:9]([N:12]2[CH:16]=[N:15][N:14]=[N:13]2)[CH:10]=[O:11])=[CH:4][CH:3]=1 |f:1.2|. Reported procedure: Following the general procedure of Example 6, 0.21 g (0.67 mmole) of 3,3-bis(4-fluorophenyl)-2-(1H-tetrazol-1-yl)-2-propenol was treated with 288 mg (1.33 mmoles) of pyridinium chlorochromate in 10 mL of methylene chloride and there was thereby produced 117 mg (56%) of the title compound after crystallization from ethyl acetate-hexanes; m.p. 160.7-161.4° C. Starting materials: ClC1=NC(=CC=C1C(=O)N)Cl (2,6-dichloro-pyridine-3-carboxamide), ClC1=CC=C(C(=N1)OC)[N+](=O)[O-] (6-chloro-2-methoxy-3-nitro-pyridine). Product: ClC1=CC=C(C(=N1)OC)C#N (6-chloro-2-methoxypyridine-3-carbonitrile). Reaction SMILES: Cl[C:2]1[C:7]([C:8]([NH2:10])=O)=[CH:6][CH:5]=[C:4]([Cl:11])[N:3]=1.ClC1N=[C:17]([O:19]C)C([N+]([O-])=O)=CC=1>>[Cl:11][C:4]1[N:3]=[C:2]([O:19][CH3:17])[C:7]([C:8]#[N:10])=[CH:6][CH:5]=1. Procedure details: 6-chloro-2-methoxypyridine-3-carbonitrile was prepared from 2,6-dichloro-pyridine-3-carboxamide in accordance with the procedure described above for the preparation of 6-chloro-2-methoxy-3-nitro-pyridine. The reactants are aqueous solution, Cl.N1CCC(CC1)CCCC(=O)O (4-(4-piperidyl)butanoic acid hydrochloride), C(C1=CC=CC=C1)OC(=O)Cl (Benzylchloroformate), Cl.N1CCC(CC1)CCCC(=O)O (4-(4-piperidyl) butyric acid hydrochloride). Run in [OH-].[Na+] (sodium hydroxide), glass, O (water). Reaction conditions: temperature 5 celsius. Yields the product C1(=CC=CC=C1)COC(=O)N1CCC(CC1)CCCC(=O)O (1-[(Phenylmethoxy)carbonyl]-4-piperidinebutanoic acid). As a reaction SMILES: Cl.[NH:2]1[CH2:7][CH2:6][CH:5]([CH2:8][CH2:9][CH2:10][C:11]([OH:13])=[O:12])[CH2:4][CH2:3]1.[CH2:14]([O:21][C:22](Cl)=[O:23])[C:15]1[CH:20]=[CH:19][CH:18]=[CH:17][CH:16]=1>O.[OH-].[Na+]>[C:15]1([CH2:14][O:21][C:22]([N:2]2[CH2:7][CH2:6][CH:5]([CH2:8][CH2:9][CH2:10][C:11]([OH:13])=[O:12])[CH2:4][CH2:3]2)=[O:23])[CH:20]=[CH:19][CH:18]=[CH:17][CH:16]=1 |f:0.1,4.5|. Procedure details: Either solid 4-(4-piperidyl) butyric acid hydrochloride (124 kg) is dissolved in water (600 kg), or the 16% aqueous solution of 4-(4-piperidyl)butyric acid hydrochloride prepared in step 3 (777 kg), is diluted with aqueous sodium hydroxide (289 kg) in a 1600 liter glass lined reactor cooled at 5° C. Benzylchloroformate (112 kg) is added over a period of 2-3 hours and the solution is heated to about 25° C. The reaction mixture is extracted with methyl tert-butyl ether (476 kg). The aqueous layer ... Reactants: N[C@H]1[C@@H]2N(C(=C(CS2)SCC=2C=NNC2)C(=O)OC(C2=CC=CC=C2)C2=CC=CC=C2)C1=O (Diphenylmethyl 7β-amino-3-[(pyrazol-4-yl)methylthio]-3-cephem-4-carboxylate), C(C)(=O)OCC (ethyl acetate), CC(=O)C (acetone), Cl (hydrochloric acid). Solvent: C(=O)O (formic acid). Yields the product N[C@H]1[C@@H]2N(C(=C(CS2)SCC=2C=NNC2)C(=O)O)C1=O (7β-amino-3-[(pyrazol-4-yl)methylthio]-3-cephem-4-carboxylic acid). Yield: 68.1%. Reaction SMILES: [NH2:1][C@@H:2]1[C:32](=[O:33])[N:4]2[C:5]([C:16]([O:18]C(C3C=CC=CC=3)C3C=CC=CC=3)=[O:17])=[C:6]([S:9][CH2:10][C:11]3[CH:12]=[N:13][NH:14][CH:15]=3)[CH2:7][S:8][C@H:3]12.Cl.C(OCC)(=O)C.CC(C)=O>C(O)=O>[NH2:1][C@@H:2]1[C:32](=[O:33])[N:4]2[C:5]([C:16]([OH:18])=[O:17])=[C:6]([S:9][CH2:10][C:11]3[CH:15]=[N:14][NH:13][CH:12]=3)[CH2:7][S:8][C@H:3]12. Procedure: Diphenylmethyl 7β-amino-3-[(pyrazol-4-yl)methylthio]-3-cephem-4-carboxylate (810 mg) was dissolved in formic acid (3.2 ml) below 5° C. and herein concentrated hydrochloric acid (0.71 ml) was added thereto at the same temperature. After the reaction mixture was stirred at the room temperature for an hour, it was poured into a mixture of ethyl acetate (50 ml) and acetone (25 ml), resulting precipitate was collected by filtration, and dried under reduced pressure. The precipitate was suspended in a... Reactants: S(O)(O)(=O)=O (sulfuric acid), BrC=1C=C2C(=NNC2=CC1)C(=O)O (5-bromo-1H-indazole-3-carboxylic acid), CO (MeOH). Yields the product BrC=1C=C2C(=NNC2=CC1)C(=O)OC (methyl 5-bromo-1H-indazole-3-carboxylate). Isolated yield 98.0%. Reaction SMILES: S(=O)(=O)(O)O.[Br:6][C:7]1[CH:8]=[C:9]2[C:13](=[CH:14][CH:15]=1)[NH:12][N:11]=[C:10]2[C:16]([OH:18])=[O:17].[CH3:19]O>>[Br:6][C:7]1[CH:8]=[C:9]2[C:13](=[CH:14][CH:15]=1)[NH:12][N:11]=[C:10]2[C:16]([O:18][CH3:19])=[O:17]. Procedure: Concentrated sulfuric acid (1 mL) was added to a suspension of 5-bromo-1H-indazole-3-carboxylic acid (CXV) (1.30 g, 5.39 mmol) in dry MeOH (50 mL) and heated to reflux for 4 h under argon. The solution was cooled to room temperature and the MeOH was evaporated under vacuum. The residue was dissolved in EtOAc and washed with water. The organic phase was dried over Na2SO4, filtered and concentrated to afford methyl 5-bromo-1H-indazole-3-carboxylate (CXVI) as a white solid (1.35 g, 5.29 mmol, 98% y... The reactants are BrC=1C(=CC2=C(C=3N(CCO2)C=C(N3)C(=O)N)C1)F (10-bromo-9-fluoro-5,6-dihydrobenzo[f]imidazo[1,2-d][1,4]oxazepine-2-carboxamide), FC=1C=NC(=NC1)C(C)(C#C)O (2-(5-fluoropyrimidin-2-yl)but-3-yn-2-ol). The product is FC1=CC2=C(C=3N(CCO2)C=C(N3)C(=O)N)C=C1C#CC(C)(O)C1=NC=C(C=N1)F ((±)-9-fluoro-10-(3-(5-fluoropyrimidin-2-yl)-3-hydroxybut-1-yn-1-yl)-5,6-dihydrobenzo[f]imidazo[1,2-d][1,4]oxazepine-2-carboxamide). The yield is 1.0%. Reaction SMILES: Br[C:2]1[C:3]([F:19])=[CH:4][C:5]2[O:11][CH2:10][CH2:9][N:8]3[CH:12]=[C:13]([C:15]([NH2:17])=[O:16])[N:14]=[C:7]3[C:6]=2[CH:18]=1.[F:20][C:21]1[CH:22]=[N:23][C:24]([C:27]([OH:31])([C:29]#[CH:30])[CH3:28])=[N:25][CH:26]=1>>[F:19][C:3]1[C:2]([C:30]#[C:29][C:27]([C:24]2[N:25]=[CH:26][C:21]([F:20])=[CH:22][N:23]=2)([OH:31])[CH3:28])=[CH:18][C:6]2[C:7]3[N:8]([CH:12]=[C:13]([C:15]([NH2:17])=[O:16])[N:14]=3)[CH2:9][CH2:10][O:11][C:5]=2[CH:4]=1. Procedure: Similar to as described in General Procedure G, 10-bromo-9-fluoro-5,6-dihydrobenzo[f]imidazo[1,2-d][1,4]oxazepine-2-carboxamide was reacted with 2-(5-fluoropyrimidin-2-yl)but-3-yn-2-ol to give the titled compound as a brown solid (3.5 mg, 1%). Reactants: C(=O)(OC)C1=CC2=C(C(C3=C(CC2)C(=CC=C3)F)=O)C=C1 (2-carbomethoxy-9-fluoro-10,11-dihydro-5-oxo-5H-dibenzo[a,d]cycloheptene), BrN1C(CCC1=O)=O (N-bromosuccinimide). The solvent is C(Cl)(Cl)(Cl)Cl (carbon tetrachloride). Product: C(=O)(O)C1=CC2=C(C(C3=C(C=C2)C(=CC=C3)F)=O)C=C1 (2-carboxy-9-fluoro-5-oxo-5H-dibenzo[a,d]cycloheptene). RXN SMILES: [C:1]([C:5]1[CH:21]=[CH:20][C:8]2[C:9](=[O:19])[C:10]3[CH:17]=[CH:16][CH:15]=[C:14]([F:18])[C:11]=3[CH2:12][CH2:13][C:7]=2[CH:6]=1)([O:3]C)=[O:2].BrN1C(=O)CCC1=O>C(Cl)(Cl)(Cl)Cl>[C:1]([C:5]1[CH:21]=[CH:20][C:8]2[C:9](=[O:19])[C:10]3[CH:17]=[CH:16][CH:15]=[C:14]([F:18])[C:11]=3[CH:12]=[CH:13][C:7]=2[CH:6]=1)([OH:3])=[O:2]. Procedure: A solution of 1.49 g. of 2-carbomethoxy-9-fluoro-10,11-dihydro-5-oxo-5H-dibenzo[a,d]cycloheptene and 0.94 g. of N-bromosuccinimide in 100 ml of carbon tetrachloride was refluxed and irradiated with a 100 W incandescent lamp for 22 hours. The cooled solution was filtered and evaporated, and the residue dissolved in 25 ml of dimethylformamide. 1.5 Ml of diazabicyclononene was added and the mixture heated to 80° for 1 hours, then poured into dilute hydrochloric acid. The mixture was extracted with ... The reactants are CCCCc1cn(C(C)(C)C)sc1=NC(=O)C1CCC(C)(C(=O)O)C1(C)C, CN, Cl. Yields the product CCCCc1cn(C(C)(C)C)sc1=NC(=O)C1CCC(C)(C(=O)NC)C1(C)C. As a reaction SMILES: [CH2:1]([CH2:2][CH2:3][CH3:4])[c:5]1[cH:6][n:7]([C:24]([CH3:25])([CH3:26])[CH3:27])[s:8][c:9]1=[N:10][C:11](=[O:12])[CH:13]1[C:14]([CH3:22])([CH3:23])[C:15]([C:18](=[O:19])[OH:20])([CH3:21])[CH2:16][CH2:17]1.[CH3:29][NH2:30].[ClH:28]>>[CH2:1]([CH2:2][CH2:3][CH3:4])[c:5]1[cH:6][n:7]([C:24]([CH3:25])([CH3:26])[CH3:27])[s:8][c:9]1=[N:10][C:11](=[O:12])[CH:13]1[C:14]([CH3:22])([CH3:23])[C:15]([C:18](=[O:20])[NH:30][CH3:29])([CH3:21])[CH2:16][CH2:17]1. Starting materials: N (NH3), S(O)(O)(=O)=O (Sulfuric acid), [O-]S(=O)(=O)[O-].[Mg+2] (MgSO4), ClS(=O)(=O)C=1C=C(C(=O)O)C=CC1 (3-chlorosulfonyl-benzoic acid), CC(C)(C)O (2-methyl-propan-2-ol). The solvent is CO (methanol), C(Cl)Cl (CH2Cl2). Run at temperature 0 celsius, time 15 minute. Product: C(C)(C)(C)OC(C1=CC(=CC=C1)S(N)(=O)=O)=O (3-Sulfamoyl-benzoic acid tert-butyl ester). Yield: 42.9%. As a reaction SMILES: S(=O)(=O)(O)O.[O-]S([O-])(=O)=O.[Mg+2].Cl[S:13]([C:16]1[CH:17]=[C:18]([CH:22]=[CH:23][CH:24]=1)[C:19]([OH:21])=[O:20])(=[O:15])=[O:14].[CH3:25][C:26](O)([CH3:28])[CH3:27].[NH3:30]>C(Cl)Cl.CO>[C:26]([O:21][C:19](=[O:20])[C:18]1[CH:22]=[CH:23][CH:24]=[C:16]([S:13](=[O:15])(=[O:14])[NH2:30])[CH:17]=1)([CH3:28])([CH3:27])[CH3:25] |f:1.2|. Procedure details: Sulfuric acid (conc., 498 μL, 9.06 mmol) was added to a suspension of MgSO4 (4.36 g, 36.22 mmol) in CH2Cl2 (36 mL). The reaction mixture was stirred for 15 minutes, treated with 3-chlorosulfonyl-benzoic acid (Aldrich, 2 g, 9.06 mmol) and 2-methyl-propan-2-ol (anhydrous, 4.33 mL, 45.27 mmol), capped tightly, and stirred overnight at room temperature. The next day, the mixture was cooled to 0° C., treated with 7N NH3 in methanol (Aldrich, 40 mL) dropwise, and stirred for 30 minutes. The solvents w... Reaction conditions: temperature -78 celsius, time 15 minute. Procedure: In an atmosphere of argon, 1.69M n-butyl lithiumhexane solution (53 ml, 90.0 mmol) was added dropwise to an ether solution (150 ml) of diisopropylamine (9.61 g, 95.0 mmol) which was cooled at -78° C. After 15 minutes of stirring, an ether solution (20 ml) of tert-butyl acetate (10.5 g, 90.5 mmol) was slowly added dropwise. After 30 minutes of stirring, a tetrahydrofuran solution (30 ml) of 3-benzoyl-2-pivaloylaminopyridine (12.0 g, 42.6 mmol) was added dropwise. After 30 minutes of stirring, thi... The reactants are CCCCCC.C(CCC)[Li] (n-butyl lithiumhexane), C(C)(C)NC(C)C (diisopropylamine), C(C1=CC=CC=C1)(=O)C=1C(=NC=CC1)NC(C(C)(C)C)=O (3-benzoyl-2-pivaloylaminopyridine), C(C)(=O)OC(C)(C)C (tert-butyl acetate). The yield is 99.6%. Reaction SMILES: CCCCCC.C([Li])CCC.C(NC(C)C)(C)C.[C:19]([O:22][C:23]([CH3:26])([CH3:25])[CH3:24])(=[O:21])[CH3:20].[C:27]([C:35]1[C:36]([NH:41][C:42](=[O:47])[C:43]([CH3:46])([CH3:45])[CH3:44])=[N:37][CH:38]=[CH:39][CH:40]=1)(=[O:34])[C:28]1[CH:33]=[CH:32][CH:31]=[CH:30][CH:29]=1>O.O1CCCC1.CCOCC>[C:42]([NH:41][C:36]1[C:35]([C:27]([OH:34])([C:28]2[CH:33]=[CH:32][CH:31]=[CH:30][CH:29]=2)[CH2:20][C:19]([O:22][C:23]([CH3:26])([CH3:25])[CH3:24])=[O:21])=[CH:40][CH:39]=[CH:38][N:37]=1)(=[O:47])[C:43]([CH3:46])([CH3:45])[CH3:44] |f:0.1|. The solvent is CCOCC (ether), O (water), O1CCCC1 (tetrahydrofuran), CCOCC (ether). Product: C(C(C)(C)C)(=O)NC1=NC=CC=C1C(CC(=O)OC(C)(C)C)(C1=CC=CC=C1)O (tert-butyl 2-pivaloylamino-β-hydroxy-β-phenyl-3-pyridinepropanoate).